This data is from the Open Reaction Database (ORD), a public repository of structured organic reaction records. The task is: describe an organic reaction: reactants, conditions, products, and yield Starting materials: BrBr (bromine), ClC1=C(C=CC=C1)N1N=CC2=C1N(C(C=C2)=O)C (1(2-chlorophenyl)-7-methyl-1H-pyrazolo[3,4-b]pyridin-6(7H)-one). The solvent is C(C)(=O)O (acetic acid), O (water). Run at time 30 minute. The product is BrC1=CC2=C(N(C1=O)C)N(N=C2)C2=C(C=CC=C2)Cl (5-bromo-1-(2-chlorophenyl)-7-methyl-1H-pyrazolo[3,4-b]pyridin-6(7H)-one). The yield is 77.6%. Reaction SMILES: [Br:1]Br.[Cl:3][C:4]1[CH:9]=[CH:8][CH:7]=[CH:6][C:5]=1[N:10]1[C:14]2[N:15]([CH3:20])[C:16](=[O:19])[CH:17]=[CH:18][C:13]=2[CH:12]=[N:11]1>C(O)(=O)C.O>[Br:1][C:17]1[C:16](=[O:19])[N:15]([CH3:20])[C:14]2[N:10]([C:5]3[CH:6]=[CH:7][CH:8]=[CH:9][C:4]=3[Cl:3])[N:11]=[CH:12][C:13]=2[CH:18]=1. Procedure: At RT, bromine (206 mg, 1.29 mmol) was added to a solution of 1(2-chlorophenyl)-7-methyl-1H-pyrazolo[3,4-b]pyridin-6(7H)-one (319 mg, 1.23 mmol) in 1.5 mL of glacial acetic acid. After stirring at RT for 30 min, it was diluted with water and stirred for 5 min. The precipitated white solid was filtered off and rinsed with water, collected and dried to afford 5-bromo-1-(2-chlorophenyl)-7-methyl-1H-pyrazolo[3,4-b]pyridin-6(7H)-one (323 mg). The filtrate was extracted three times with EtOAc. The com...